This data is from the Open Reaction Database (ORD), a public repository of structured organic reaction records. The task is: describe an organic reaction: reactants, conditions, products, and yield Starting materials: C1COCCN1, CC(C)O, COC(=O)Cc1cc(O)cc(O)c1-c1ccccc1. The product is COC(=O)Cc1c(CN2CCOCC2)c(O)cc(O)c1-c1ccccc1. RXN SMILES: [CH2:20]1[CH2:21][O:22][CH2:23][CH2:24][NH:25]1.[CH3:26][CH:27]([OH:28])[CH3:29].[OH:1][c:2]1[c:3](-[c:14]2[cH:15][cH:16][cH:17][cH:18][cH:19]2)[c:4]([CH2:9][C:10](=[O:11])[O:12][CH3:13])[cH:5][c:6]([OH:8])[cH:7]1>>[OH:1][c:2]1[c:3](-[c:14]2[cH:15][cH:16][cH:17][cH:18][cH:19]2)[c:4]([CH2:9][C:10](=[O:11])[O:12][CH3:13])[c:5]([CH2:26][N:25]2[CH2:20][CH2:21][O:22][CH2:23][CH2:24]2)[c:6]([OH:8])[cH:7]1. Reactants: COC1=CC=C(C=C1)N1C2=C(C(C3=CC=CN=C13)=O)CCO2 (3,9-dihydro-9-(4-methoxyphenyl)-furo[2,3-b][1,8]naphthyridin-4(2H)-one), [I-].[Na+] (sodium iodide), ice water. Solvent: CC(=O)N(C)C (dimethylacetamide). The product is COC1=CC=C(C=C1)N1C(C2=C(C=3C=CC=NC13)OCC2)=O (3,5-Dihydro-5-(4-methoxyphenyl)-furo-[3,2-c][1,8]naphthyridin-4(2H)-one). RXN SMILES: [CH3:1][O:2][C:3]1[CH:8]=[CH:7][C:6]([N:9]2[C:18]3[C:13](=[CH:14][CH:15]=[CH:16][N:17]=3)[C:12](=[O:19])[C:11]3[CH2:20][CH2:21][O:22][C:10]2=3)=[CH:5][CH:4]=1.[I-].[Na+]>CC(N(C)C)=O>[CH3:1][O:2][C:3]1[CH:8]=[CH:7][C:6]([N:9]2[C:18]3[N:17]=[CH:16][CH:15]=[CH:14][C:13]=3[C:12]3[O:19][CH2:21][CH2:20][C:11]=3[C:10]2=[O:22])=[CH:5][CH:4]=1 |f:1.2|. Procedure details: A solution of 3,9-dihydro-9-(4-methoxyphenyl)-furo[2,3-b][1,8]naphthyridin-4(2H)-one (1 g.) and sodium iodide (1 g.) in dry dimethylacetamide (10 ml.) was heated to 70° C. for 4 hr in a nitrogen atmosphere. The product was cooled, poured over ice-water, filtered, dried and recrystallized from CH2Cl2 to yield the desired product, m.p. 282°-284° C. The reactants are OCCCC=O (4-hydroxybutanal), OCCCC=O (4-hydroxybutanal). Reagents/catalysts: [Ni] (Raney nickel). Yields the product OCCCC=O (4-hydroxybutanal), C(CCCO)O (1,4-butanediol). RXN SMILES: [OH:1][CH2:2][CH2:3][CH2:4][CH:5]=[O:6]>[Ni]>[OH:6][CH2:5][CH2:4][CH2:3][CH:2]=[O:1].[CH2:5]([OH:6])[CH2:4][CH2:3][CH2:2][OH:1]. Procedure details: The 4-hydroxybutanal which is produced as the high yield product of the invention hydroformylation process can be separated and recovered by conventional distillation procedures. It is highly preferred, however, to subject the hydroformylation product mixture to aqueous phase extraction. Surprisingly it was found that water is capable of extracting 4-hydroxybutanal from the product mixture substantially to the exclusion of the other product mixture components. In a commercial scale operation, an... Reactants: ClCl (Chlorine), ClC=1C2=C(SC1C(=O)Cl)C=C(C=C2)OC (3-chloro-6-methoxy-benzo[b]thiophene-2-carbonyl chloride). The solvent is C(Cl)(Cl)Cl (chloroform). Reaction conditions: time 45 minute. Yields the product ClC=1C2=C(SC1C(=O)Cl)C(=C(C=C2)OC)Cl (3,7-Dichloro-6-methoxy-benzo[b]thiophene-2-carbonyl chloride). The yield is 63.8%. RXN SMILES: [Cl:1]Cl.[Cl:3][C:4]1[C:5]2[CH:15]=[CH:14][C:13]([O:16][CH3:17])=[CH:12][C:6]=2[S:7][C:8]=1[C:9]([Cl:11])=[O:10]>C(Cl)(Cl)Cl>[Cl:3][C:4]1[C:5]2[CH:15]=[CH:14][C:13]([O:16][CH3:17])=[C:12]([Cl:1])[C:6]=2[S:7][C:8]=1[C:9]([Cl:11])=[O:10]. Procedure: Chlorine (24 g) is bubbled into a stirred suspension of 3-chloro-6-methoxy-benzo[b]thiophene-2-carbonyl chloride (9.2 g, 35 mmoles) in chloroform (200 mls) over a period of 30 minutes. After an additional 45 minutes of stirring at room temperature the mixture is stripped of volatiles under reduced pressure. The residue is recrystallized from tetrahydrofuran (100 mls) to afford the pure product (6.6 g): mp=174°-175° C. Run at temperature 60 celsius, time 1.5 hour. RXN SMILES: [NH2:1][C:2]1[C:15]2[C:14](=[O:16])[C:13]3[C:8](=[CH:9][CH:10]=[CH:11][CH:12]=3)[C:7](=[O:17])[C:6]=2[C:5](Br)=[CH:4][C:3]=1[S:19]([OH:22])(=[O:21])=[O:20].[NH2:23][C:24]1[CH:29]=[CH:28][C:27]([OH:30])=[CH:26][CH:25]=1.[Cl-].[Na+]>S([O-])([O-])(=O)=O.[Cu+2]>[OH:30][C:27]1[CH:28]=[CH:29][C:24]([NH:23][C:5]2[C:6]3[C:7](=[O:17])[C:8]4[C:13](=[CH:12][CH:11]=[CH:10][CH:9]=4)[C:14](=[O:16])[C:15]=3[C:2]([NH2:1])=[C:3]([S:19]([OH:22])(=[O:21])=[O:20])[CH:4]=2)=[CH:25][CH:26]=1 |f:2.3,4.5|. Procedure: 38.2 parts of 1-amino-4-bromo-2-sulfoanthraquinone (bromamine acid) are condensed in an aqueous suspension with 12.7 parts of 4-aminophenol with the addition of 1 part of copper(II) sulfate at a pH of 8.5 and a temperature of 70° C. over a period of 1 to 2 hours. This results in a dark blue solution. After cooling to 20°-25° C., the reaction mixture is acidified until reaching a pH of about 1, stirred at 60° C. for about 1 h, salted out with sodium chloride, and the dye chromophore 4-(4'-hydroxy... The reagents and catalysts are S(=O)(=O)([O-])[O-].[Cu+2] (copper(II) sulfate). Reactants: NC1=C(C=C(C=2C(C3=CC=CC=C3C(C12)=O)=O)Br)S(=O)(=O)O (1-amino-4-bromo-2-sulfoanthraquinone), NC1=CC=C(C=C1)O (4-aminophenol), [Cl-].[Na+] (sodium chloride). Yields the product OC1=CC=C(C=C1)NC1=CC(=C(C=2C(C3=CC=CC=C3C(C12)=O)=O)N)S(=O)(=O)O (4-(4'-hydroxyphenyl)amino-1-amino-2-sulfoanthraquinone). Reactants: P(Cl)(Cl)(Cl)(Cl)Cl (phosphorus pentachloride), ClC=1C(=NC(=C(N1)Cl)Cl)SC (3,5,6-trichloro-2-methylthiopyrazine), P(Cl)(Cl)(Cl)(Cl)Cl (phosphorus pentachloride), ice water, P(Cl)(Cl)(Cl)(Cl)Cl (phosphorus pentachloride). Product: ClC=1C(=NC(=C(N1)Cl)Cl)SCCl (3,5,6-Trichloro-2-(chloromethylthio)pyrazine). RXN SMILES: [Cl:1][C:2]1[C:3]([S:10][CH3:11])=[N:4][C:5]([Cl:9])=[C:6]([Cl:8])[N:7]=1.P(Cl)(Cl)(Cl)(Cl)[Cl:13]>>[Cl:1][C:2]1[C:3]([S:10][CH2:11][Cl:13])=[N:4][C:5]([Cl:9])=[C:6]([Cl:8])[N:7]=1. Reported procedure: A mixture of 22.6 grams (0.1 mole of 3,5,6-trichloro-2-methylthiopyrazine and 20 grams (0.1 mole) of phosphorus pentachloride were heated at reflux (170° C) in an oil bath until the phosphorus pentachloride ceased to sublime. An additional 18 grams (0.095 mole) of phosphorus pentachloride were incrementally added until the reaction was complete (6 days). The reaction mixture was poured into ice water and extracted with chloroform. The extract was washed with a saturated sodium bicarbonate soluti... Starting materials: COc1cc(NC(=O)Oc2ccccc2)ccc1C(F)(F)F, COCCOc1cc2ncnc(Oc3cccc(N)c3)c2cc1OC, CN(C)c1ccncc1, CCN(C(C)C)C(C)C. Yields the product COCCOc1cc2ncnc(Oc3cccc(NC(=O)Nc4ccc(C(F)(F)F)c(OC)c4)c3)c2cc1OC. As a reaction SMILES: [CH3:1][O:2][c:3]1[cH:4][c:5]([NH:13][C:14]([O:15][c:16]2[cH:17][cH:18][cH:19][cH:20][cH:21]2)=[O:22])[cH:6][cH:7][c:8]1[C:9]([F:10])([F:11])[F:12].[CH3:23][O:24][c:25]1[cH:26][c:27]2[c:28]([O:40][c:41]3[cH:42][c:43]([NH2:44])[cH:45][cH:46][cH:47]3)[n:29][cH:30][n:31][c:32]2[cH:33][c:34]1[O:35][CH2:36][CH2:37][O:38][CH3:39].[CH3:57][N:58]([c:59]1[cH:60][cH:61][n:62][cH:63][cH:64]1)[CH3:65].[CH:48]([N:49]([CH:50]([CH3:51])[CH3:52])[CH2:53][CH3:54])([CH3:55])[CH3:56]>>[CH3:1][O:2][c:3]1[cH:4][c:5]([NH:13][C:14](=[O:22])[NH:44][c:43]2[cH:42][c:41]([O:40][c:28]3[c:27]4[cH:26][c:25]([O:24][CH3:23])[c:34]([O:35][CH2:36][CH2:37][O:38][CH3:39])[cH:33][c:32]4[n:31][cH:30][n:29]3)[cH:47][cH:46][cH:45]2)[cH:6][cH:7][c:8]1[C:9]([F:10])([F:11])[F:12]. Reactants: FC1=C2CC/C(/C2=CC(=C1)F)=C\C(=O)O ((E)-2-(4,6difluoro-1-indanylidene)acetic Acid), C(C(=O)Cl)(=O)Cl (oxalyl chloride). Reagents/catalysts: CN(C=O)C (dimethylformamide). Solvent: ClCCl (dichloromethane). Run at time 18 hour. Yields the product FC1=C2CC/C(/C2=CC(=C1)F)=C\C(=O)Cl ((E)-2-(4,6-difluoro-1-indanylidene)acetyl Chloride). As a reaction SMILES: [F:1][C:2]1[CH:10]=[C:9]([F:11])[CH:8]=[C:7]2[C:3]=1[CH2:4][CH2:5]/[C:6]/2=[CH:12]\[C:13]([OH:15])=O.C(Cl)(=O)C([Cl:19])=O>ClCCl.CN(C)C=O>[F:1][C:2]1[CH:10]=[C:9]([F:11])[CH:8]=[C:7]2[C:3]=1[CH2:4][CH2:5]/[C:6]/2=[CH:12]\[C:13]([Cl:19])=[O:15]. Procedure details: A suspension of (E)-2-(4,6difluoro-1-indanylidene)acetic Acid (5.49 g, 0.026 mol) in a mixture of dichloromethane: dimethylformamide (50 mL: 5 drops) was treated with oxalyl chloride (6.6 g 0.052 mol, Aldrich) and allowed to stir at ambient temperature for 18 h. The resulting solution was concentrated in vacuo and the residue used without further purification. Reactants: ClC=1C=C(C=CC1F)I (3-chloro-4-fluoroiodobenzene), C1(=CC=CC=C1)P(C1=CC=CC=C1)C1=CC=CC=C1 (triphenylphosphine), C(C#C)O (propargyl alcohol), C(C)(C)N(CC)C(C)C (diisopropylethylamine). Reagents/catalysts: [Cu]I (copper(I) iodide), C1=CC=C(C=C1)/C=C/C(=O)/C=C/C2=CC=CC=C2.C1=CC=C(C=C1)/C=C/C(=O)/C=C/C2=CC=CC=C2.C1=CC=C(C=C1)/C=C/C(=O)/C=C/C2=CC=CC=C2.C(Cl)(Cl)Cl.[Pd].[Pd] (tris(dibenzylideneacetone)dipalladium(0) chloroform adduct). The solvent is [Cl-].[Na+].O (brine), O1CCCC1 (tetrahydrofuran). Conditions: time 8 hour. Product: ClC=1C=C(C=CC1F)C#CCO (3-(3-chloro-4-fluorophenyl)-2-propyne-1-ol). As a reaction SMILES: [Cl:1][C:2]1[CH:3]=[C:4](I)[CH:5]=[CH:6][C:7]=1[F:8].C1(P(C2C=CC=CC=2)C2C=CC=CC=2)C=CC=CC=1.[CH2:29]([OH:32])[C:30]#[CH:31].C(N(C(C)C)CC)(C)C>[Cl-].[Na+].O.[Cu]I.C1C=CC(/C=C/C(/C=C/C2C=CC=CC=2)=O)=CC=1.C1C=CC(/C=C/C(/C=C/C2C=CC=CC=2)=O)=CC=1.C1C=CC(/C=C/C(/C=C/C2C=CC=CC=2)=O)=CC=1.C(Cl)(Cl)Cl.[Pd].[Pd].O1CCCC1>[Cl:1][C:2]1[CH:3]=[C:4]([C:31]#[C:30][CH2:29][OH:32])[CH:5]=[CH:6][C:7]=1[F:8] |f:4.5.6,8.9.10.11.12.13|. Procedure details: A mixture of 3-chloro-4-fluoroiodobenzene (5.00 g), copper(I) iodide (74.3 mg), triphenylphosphine (256 mg), tris(dibenzylideneacetone)dipalladium(0) chloroform adduct (404 mg), propargyl alcohol (1.27 ml), diisopropylethylamine (13.6 ml) and tetrahydrofuran (80 ml) was stirred at room temperature for 8 hr. The reaction mixture was added to brine, and the mixture was extracted with ethyl acetate, washed with saturated brine, and dried over anhydrous magnesium sulfate. The solvent was evaporated ...